This data is from the Open Reaction Database (ORD), a public repository of structured organic reaction records. The task is: describe an organic reaction: reactants, conditions, products, and yield Reactants: C(C)N([C@@H](C(=O)N1[C@@H](CCC1)C(=O)NC1=CC=C(C=C1)CN(CC1=CC=C(C=C1)NC(=O)[C@H]1NCCC1)C1=CC=C(C=C1)F)C1=CC=CC=C1)CC ((S)-1-((R)-2-(diethylamino)-2-phenylacetyl)-N-(4-(((4-fluorophenyl)(4-((S)-pyrrolidine-2-carboxamido)benzyl)amino)methyl)phenyl)pyrrolidine-2-carboxamide), C1(=CC=CC=C1)[C@H](C(=O)O)N1CCCC1 ((R)-2-phenyl-2-(pyrrolidin-1-yl)acetic acid). Product: C(C)N([C@@H](C(=O)N1[C@@H](CCC1)C(=O)NC1=CC=C(C=C1)CN(CC1=CC=C(C=C1)NC(=O)[C@H]1N(CCC1)C([C@H](N1CCCC1)C1=CC=CC=C1)=O)C1=CC=C(C=C1)F)C1=CC=CC=C1)CC ((2S)-1-[(2R)-2-(diethylamino)-2-phenylacetyl]-N-(4-{[(4-fluorophenyl){4-[({(2S)-1-[(2R)-2-phenyl-2-pyrrolidin-1-ylacetyl]pyrrolidin-2-yl}carbonyl)amino]benzyl}amino]methyl}phenyl)pyrrolidine-2-carboxamide). The yield is 37.4%. Reaction SMILES: [CH2:1]([N:3]([CH2:51][CH3:52])[C@H:4]([C:45]1[CH:50]=[CH:49][CH:48]=[CH:47][CH:46]=1)[C:5]([N:7]1[CH2:11][CH2:10][CH2:9][C@H:8]1[C:12]([NH:14][C:15]1[CH:20]=[CH:19][C:18]([CH2:21][N:22]([C:38]2[CH:43]=[CH:42][C:41]([F:44])=[CH:40][CH:39]=2)[CH2:23][C:24]2[CH:29]=[CH:28][C:27]([NH:30][C:31]([C@@H:33]3[CH2:37][CH2:36][CH2:35][NH:34]3)=[O:32])=[CH:26][CH:25]=2)=[CH:17][CH:16]=1)=[O:13])=[O:6])[CH3:2].[C:53]1([C@@H:59]([N:63]2[CH2:67][CH2:66][CH2:65][CH2:64]2)[C:60](O)=[O:61])[CH:58]=[CH:57][CH:56]=[CH:55][CH:54]=1>>[CH2:51]([N:3]([CH2:1][CH3:2])[C@H:4]([C:45]1[CH:50]=[CH:49][CH:48]=[CH:47][CH:46]=1)[C:5]([N:7]1[CH2:11][CH2:10][CH2:9][C@H:8]1[C:12]([NH:14][C:15]1[CH:16]=[CH:17][C:18]([CH2:21][N:22]([C:38]2[CH:39]=[CH:40][C:41]([F:44])=[CH:42][CH:43]=2)[CH2:23][C:24]2[CH:29]=[CH:28][C:27]([NH:30][C:31]([C@@H:33]3[CH2:37][CH2:36][CH2:35][N:34]3[C:60](=[O:61])[C@@H:59]([C:53]3[CH:58]=[CH:57][CH:56]=[CH:55][CH:54]=3)[N:63]3[CH2:64][CH2:65][CH2:66][CH2:67]3)=[O:32])=[CH:26][CH:25]=2)=[CH:19][CH:20]=1)=[O:13])=[O:6])[CH3:52]. Reported procedure: The product from Example 81A (0.032 g, 0.045 mmol) and (R)-2-phenyl-2-(pyrrolidin-1-yl)acetic acid (0.010 g, 0.05 mmol) were processed as in Example 81A to give 0.015 g (37%) of the title compound as an off-white solid. 1H NMR (500 MHz, DMSO-D6) δ ppm 0.89 (t, J=7.10 Hz, 6 H) 1.56-1.66 (m, 4 H) 1.74-1.88 (m, 4 H) 1.94-2.09 (m, 4 H) 2.29-2.34 (m, 2 H) 2.57-2.62 (m, 4 H) 3.36-3.50 (m, 4 H) 3.75-3.88 (m, 2 H) 4.21 (s, 1 H) 4.31 (dd, J=7.93, 4.27 Hz, 1 H) 4.38 (dd, J=8.16, 4.50 Hz, 1 H) 4.57 (s, 4 H... The reactants are C[C@]12CC[C@@H]3C=4C=CC(=CC4CC[C@H]3[C@@H]1CC[C@@H]2O)O (Estradiol), Cl.C(C1=CN=CC=C1)(=O)Cl (nicotinoyl chloride hydrochloride), ice water. Run in N1=CC=CC=C1 (pyridine). Product: C(C1=CN=CC=C1)(=O)OC1=CC=2CC[C@H]3[C@@H]4CC[C@@H]([C@@]4(C)CC[C@@H]3C2C=C1)OC(C1=CN=CC=C1)=O (Estra-1,3,5(10)-triene-3,17β-diol 3,17-dinicotinate). Isolated yield 90.0%. As a reaction SMILES: [CH3:1][C@@:2]12[C@@H:18]([OH:19])[CH2:17][CH2:16][C@H:15]1[C@H:14]1[C@@H:5]([C:6]3[CH:7]=[CH:8][C:9]([OH:20])=[CH:10][C:11]=3[CH2:12][CH2:13]1)[CH2:4][CH2:3]2.Cl.[C:22](Cl)(=[O:29])[C:23]1[CH:28]=[CH:27][CH:26]=[N:25][CH:24]=1>N1C=CC=CC=1>[C:22]([O:20][C:9]1[CH:8]=[CH:7][C:6]2[C@@H:5]3[C@H:14]([C@H:15]4[C@@:2]([CH2:3][CH2:4]3)([CH3:1])[C@@H:18]([O:19][C:22](=[O:29])[C:23]3[CH:28]=[CH:27][CH:26]=[N:25][CH:24]=3)[CH2:17][CH2:16]4)[CH2:13][CH2:12][C:11]=2[CH:10]=1)(=[O:29])[C:23]1[CH:28]=[CH:27][CH:26]=[N:25][CH:24]=1 |f:1.2|. Procedure: Estradiol (2 g, 0.0073 mol) was added to nicotinoyl chloride hydrochloride (5.3 g, 0.029 mol) in dry pyridine (30 ml) at 0° C. The mixture was refluxed for 1 hour and then poured over 100 ml of ice water, filtered and dried over P2O5 under vacuum. Yield 90% (3.18 g), m.p. 148°-150° C. NMR (CDCl3) δ 9.2-9.0 (br s, 2H, C2 pyridinium protons), 8.7-8.3 (m, 2H, C6 pyridinium protons), 8.4-8.0 (m, 2H, C4 pyridinium protons), 7.5-7.1 (m, 3H, C5 pyridinium protons+C1 estradiol proton), 6.9-6.7 (m, 2H, C... Reactants: C(O)(O)=O.IC=1C=C(CNC(=N)N)C=CC1 (m-iodobenzylguanidine bicarbonate), OS(=O)(=O)O (H2SO4). The solvent is O (water). The product is S(=O)(=O)(O)O.IC=1C=C(CNC(=N)N)C=CC1 (m-iodobenzylguanidine sulfate). As a reaction SMILES: C(=O)(O)O.[I:5][C:6]1[CH:7]=[C:8]([CH:14]=[CH:15][CH:16]=1)[CH2:9][NH:10][C:11]([NH2:13])=[NH:12].[OH:17][S:18]([OH:21])(=[O:20])=[O:19]>O>[S:18]([OH:21])([OH:20])(=[O:19])=[O:17].[I:5][C:6]1[CH:7]=[C:8]([CH:14]=[CH:15][CH:16]=1)[CH2:9][NH:10][C:11]([NH2:13])=[NH:12] |f:0.1,4.5|. Reported procedure: To the m-iodobenzylguanidine bicarbonate (539 mg, 1.6 mmol) in 5 ml of water was slowly added 0.8 ml (1.6 mEq) of 2N H2SO4. The resulting suspension was warmed to solution and the desired guanidine sulfate crystallized on cooling to room temperature. The colorless crystals were collected, washed with cold water and dried in vacuo: yield 403 mg (78%), mp 164°-167° C. Recrystallization from H2O-EtOH provided m-iodobenzylguanidine sulfate as colorless crystals: mp 166°-167° C.; HPLC [THF/0.1M NaH2P... The reactants are O1C(=NC2=C1C=CC=C2)C2=CC=C(CBr)C=C2 (4-(benzoxazol-2-yl)benzyl bromide), C1(=CC=CC=C1)P(C1=CC=CC=C1)C1=CC=CC=C1 (triphenylphosphine). The product is [Br-].O1C(=NC2=C1C=CC=C2)C2=CC=C(C[P+](C1=CC=CC=C1)(C1=CC=CC=C1)C1=CC=CC=C1)C=C2 (4-(benzoxazol-2-yl)benzyltriphenylphosphonium bromide). Procedure details: A mixture of 4-(benzoxazol-2-yl)benzyl bromide (0.6 g; 2.08 mmol) and triphenylphosphine (0.55 g; 2.08 mmol) in 40 ml benzene is refluxed for 48 hrs. The reaction mixture is cooled, the white solid which precipitates is filtered off, dried under vacuum to get 4-(benzoxazol-2-yl)benzyltriphenylphosphonium bromide and used directly in the next step. The solvent is C1=CC=CC=C1 (benzene). Reaction SMILES: [O:1]1[C:5]2[CH:6]=[CH:7][CH:8]=[CH:9][C:4]=2[N:3]=[C:2]1[C:10]1[CH:17]=[CH:16][C:13]([CH2:14][Br:15])=[CH:12][CH:11]=1.[C:18]1([P:24]([C:31]2[CH:36]=[CH:35][CH:34]=[CH:33][CH:32]=2)[C:25]2[CH:30]=[CH:29][CH:28]=[CH:27][CH:26]=2)[CH:23]=[CH:22][CH:21]=[CH:20][CH:19]=1>C1C=CC=CC=1>[Br-:15].[O:1]1[C:5]2[CH:6]=[CH:7][CH:8]=[CH:9][C:4]=2[N:3]=[C:2]1[C:10]1[CH:17]=[CH:16][C:13]([CH2:14][P+:24]([C:25]2[CH:26]=[CH:27][CH:28]=[CH:29][CH:30]=2)([C:31]2[CH:36]=[CH:35][CH:34]=[CH:33][CH:32]=2)[C:18]2[CH:19]=[CH:20][CH:21]=[CH:22][CH:23]=2)=[CH:12][CH:11]=1 |f:3.4|. Starting materials: C(C)(=O)OCC (ethyl acetate), BrC(C(C)=O)C1=CC(=C(C=C1)F)S(=O)(=O)C (1-bromo-1-(4-fluoro-3-methanesulfonyl-phenyl)-propan-2-one), C(C)(=O)NC(=S)N (N-acetylthiourea), O (water). Solvent: C(C)O (ethanol). Conditions: temperature 70 celsius, time 2 day. The product is FC1=C(C=C(C=C1)C1=C(N=C(S1)NC(C)=O)C)S(=O)(=O)C (N-[5-(4-Fluoro-3-methanesulfonyl-phenyl)-4-methyl-thiazol-2-yl]-acetamide). Reaction SMILES: Br[CH:2]([C:6]1[CH:11]=[CH:10][C:9]([F:12])=[C:8]([S:13]([CH3:16])(=[O:15])=[O:14])[CH:7]=1)[C:3](=O)[CH3:4].[C:17]([NH:20][C:21]([NH2:23])=[S:22])(=[O:19])[CH3:18].O.C(OCC)(=O)C>C(O)C>[F:12][C:9]1[CH:10]=[CH:11][C:6]([C:2]2[S:22][C:21]([NH:20][C:17](=[O:19])[CH3:18])=[N:23][C:3]=2[CH3:4])=[CH:7][C:8]=1[S:13]([CH3:16])(=[O:15])=[O:14]. Reported procedure: A mixture of 1-bromo-1-(4-fluoro-3-methanesulfonyl-phenyl)-propan-2-one (Example 47c) (0.17 g, 0.55 mmol) and N-acetylthiourea (0.065 g, 0.55 mmol) in ethanol is heated at 70° C. for 3 hours then at room temperature over two days. The reaction mixture is poured into water (200 ml) and extracted with ethyl acetate (3×50 ml). The combined organic layers are dried over MgSO4, filtered and concentrated to afford a viscous solid. This solid in a minimum amount of ethyl acetate is sonicated to give a ... Starting materials: C1(CCCCC1)N (cyclohexylamine). The reagents and catalysts are CS(=O)(=O)O (methanesulfonic acid). Run in C1(=CC=CC=C1)C (toluene). Reaction conditions: time 1.5 hour. Product: C1(=CC=CC=C1)NC1=CC=C(C=C1)NC1CCCCC1 (N-phenyl-N'-cyclohexyl-p-phenylenediamine). As a reaction SMILES: [CH:1]1([NH2:7])[CH2:6][CH2:5][CH2:4][CH2:3][CH2:2]1>CS(O)(=O)=O.C1(C)C=CC=CC=1>[C:1]1([NH:7][C:4]2[CH:5]=[CH:6][C:1]([NH:7][CH:1]3[CH2:6][CH2:5][CH2:4][CH2:3][CH2:2]3)=[CH:2][CH:3]=2)[CH:6]=[CH:5][CH:4]=[CH:3][CH:2]=1. Reported procedure: Into a three neck 500 ml flask equipped with a thermometer, stirrer, Dean Stark trap and condenser was charged 18.4 grams of N-phenylquinoneimine, 150 ml toluene, 19.9 cyclohexylamine and 5 drops methanesulfonic acid. The reaction was conducted at 110° C. for 1.5 hours after which time the product was washed with 200 ml water containing 10 grams of Na2S2O4. The product was decanted, filtered and stripped at a pot temperature of 100° C. at 4 mm Hg. 27 grams of N-phenyl-N'-cyclohexyl-p-phenylenedi... The reactants are FC1=CC=C(CN)C=C1 (4-fluorobenzylamine), ClC=1C2=C(N=C(N1)C1=CC=NC=C1)SC(=C2C)C (4-chloro-2-(pyridin-4-yl)-5,6-dimethyl-thieno-[2,3-d]-pyrimidine). The product is N1=CC=C(C=C1)C=1N=C(C2=C(N1)SC(=C2C)C)NCC2=CC=C(C=C2)F (2-(pyridin-4-yl)-4-(4-fluorobenzylamino)-5,6-dimethyl-thieno-[2,3-d]-pyrimidine). Reaction SMILES: [F:1][C:2]1[CH:9]=[CH:8][C:5]([CH2:6][NH2:7])=[CH:4][CH:3]=1.Cl[C:11]1[C:12]2[C:25]([CH3:26])=[C:24]([CH3:27])[S:23][C:13]=2[N:14]=[C:15]([C:17]2[CH:22]=[CH:21][N:20]=[CH:19][CH:18]=2)[N:16]=1>>[N:20]1[CH:19]=[CH:18][C:17]([C:15]2[N:16]=[C:11]([NH:7][CH2:6][C:5]3[CH:8]=[CH:9][C:2]([F:1])=[CH:3][CH:4]=3)[C:12]3[C:25]([CH3:26])=[C:24]([CH3:27])[S:23][C:13]=3[N:14]=2)=[CH:22][CH:21]=1. Reported procedure: With the procedure of Example 1, the reaction of 4-fluorobenzylamine with 4-chloro-2-(pyridin-4-yl)-5,6-dimethyl-thieno-[2,3-d]-pyrimidine yields 2-(pyridin-4-yl)-4-(4-fluorobenzylamino)-5,6-dimethyl-thieno-[2,3-d]-pyrimidine.